This data is from the Open Reaction Database (ORD), a public repository of structured organic reaction records. The task is: describe an organic reaction: reactants, conditions, products, and yield Starting materials: [BH4-].[Na+] (sodium borohydride), CN(C(CN1C=C(C=C1)C=O)=O)CCC1=CC=CC=C1 (N-methyl-N-phenethyl-2-[3-formylpyrrol-1-yl]acetamide), Cl (HCl). The solvent is CO (methanol). Run at time 45 minute. Product: CN(C(CN1C=C(C=C1)CO)=O)CCC1=CC=CC=C1 (N-methyl-N-phenethyl-2-[3-hydroxymethylpyrrol-1-yl]acetamide). Reaction SMILES: [CH3:1][N:2]([CH2:13][CH2:14][C:15]1[CH:20]=[CH:19][CH:18]=[CH:17][CH:16]=1)[C:3](=[O:12])[CH2:4][N:5]1[CH:9]=[CH:8][C:7]([CH:10]=[O:11])=[CH:6]1.[BH4-].[Na+].Cl>CO>[CH3:1][N:2]([CH2:13][CH2:14][C:15]1[CH:20]=[CH:19][CH:18]=[CH:17][CH:16]=1)[C:3](=[O:12])[CH2:4][N:5]1[CH:9]=[CH:8][C:7]([CH2:10][OH:11])=[CH:6]1 |f:1.2|. Procedure details: To a solution of N-methyl-N-phenethyl-2-[3-formylpyrrol-1-yl]acetamide in methanol, stirred in an ice bath, is added in portions 5 molar equivalents of sodium borohydride. The mixture is stirred in the cooling bath for an additional 45 minutes and 1N aqueous HCl solution is added dropwise until the pH of the mixture is approximately 6-7. The resulting mixture is concentration in vacuo and the residue obtained is partitioned between ethyl acetate and water. The organic layer is dried over MgSO4 a... Reactants: COc2ccc1ccccc1c2 (substrate), c1c(C)cc([Mg]Br)cc1(C) (effective_coupling_partner). Reagents/catalysts: ItBu. Conditions: temperature 60 celsius, time 24 hour. Product: c3c(C)cc(c2ccc1ccccc1c2)cc3(C). Reactants: BrC1=CN=CN1C (5-bromo-1-methyl-1H-imidazole), C(C)[Mg]Br (ethyl magnesium bromide), CON(C(=O)C1=CN=CS1)C (N-methoxy-N-methylthiazole-5-carboxamide), Intermediate 11. Solvent: C(Cl)Cl (DCM), C(Cl)Cl (DCM). Run at time 15 minute. Product: CN1C=NC=C1C(=O)C1=CN=CS1 ((1-Methyl-1H-imidazol-5-yl)(thiazol-5-yl)methanone). RXN SMILES: Br[C:2]1[N:6]([CH3:7])[CH:5]=[N:4][CH:3]=1.C([Mg]Br)C.CON(C)[C:15]([C:17]1[S:21][CH:20]=[N:19][CH:18]=1)=[O:16]>C(Cl)Cl>[CH3:7][N:6]1[C:2]([C:15]([C:17]2[S:21][CH:20]=[N:19][CH:18]=2)=[O:16])=[CH:3][N:4]=[CH:5]1. Reported procedure: To a solution of 5-bromo-1-methyl-1H-imidazole (1.14 g, 7.11 mmol) in DCM was added ethyl magnesium bromide (2.34 mL, 7.11 mmol; 3.0 M in diethyl ether) dropwise over a 10 minute period. The resulting pale yellow solution was stirred at room temperature for 15 minutes, cooled in an ice bath to 0° C. and N-methoxy-N-methylthiazole-5-carboxamide (1.02 g, 5.92 mmol, Intermediate 11: step a) dissolved in DCM (3 mL) was added dropwise. The cold bath was removed and the reaction mixture stirred at roo... Starting materials: BrC1=C(C=CC(=C1)Cl)F (2-Bromo-4-chloro-1-fluoro-benzene), C(C)(C)[N-]C(C)C.[Li+] (lithium diisopropylamide), CN(C=O)C (dimethylformamide). Run in O1CCCC1 (tetrahydrofuran). Run at time 1 hour. The product is BrC1=C(C=O)C(=CC=C1F)Cl (2-Bromo-6-chloro-3-fluoro-benzaldehyde). Isolated yield 13.3%. Reaction SMILES: [Br:1][C:2]1[CH:7]=[C:6]([Cl:8])[CH:5]=[CH:4][C:3]=1[F:9].C([N-]C(C)C)(C)C.[Li+].CN(C)[CH:20]=[O:21]>O1CCCC1>[Br:1][C:2]1[C:3]([F:9])=[CH:4][CH:5]=[C:6]([Cl:8])[C:7]=1[CH:20]=[O:21] |f:1.2|. Procedure details: To a −78° C. solution of 2-Bromo-4-chloro-1-fluoro-benzene (2.90 g, 13.9 mmol) in 30 mL tetrahydrofuran under an atmosphere of nitrogen was added lithium diisopropylamide solution (1.8M in tetrahydrofuran/heptane/ethylbenzene, 10.0 mL, 18.0 mmol) at such a rate that the internal reaction temperature did not exceed −69° C. After 1 hour at −78° C., dimethylformamide (1.39 mL, 18.0 mmol) was added at such a rate that the internal temperature did not exceed −69° C. After 30 minutes at −78° C., the r... The reactants are CC(C)=O, FC(F)(F)c1cccc(-c2nc(CCl)no2)c1, O=c1c(-c2ccc(O)cc2)coc2cc(O)ccc12. Yields the product O=c1c(-c2ccc(O)cc2)coc2cc(OCc3noc(-c4cccc(C(F)(F)F)c4)n3)ccc12. As a reaction SMILES: [CH3:20][C:21](=[O:22])[CH3:23].[Cl:24][CH2:25][c:26]1[n:27][o:28][c:29](-[c:31]2[cH:32][c:33]([C:37]([F:38])([F:39])[F:40])[cH:34][cH:35][cH:36]2)[n:30]1.[OH:1][c:2]1[cH:3][cH:4][c:5](-[c:8]2[cH:9][o:10][c:11]3[cH:12][c:13]([OH:14])[cH:15][cH:16][c:17]3[c:18]2=[O:19])[cH:6][cH:7]1>>[OH:1][c:2]1[cH:3][cH:4][c:5](-[c:8]2[cH:9][o:10][c:11]3[cH:12][c:13]([O:14][CH2:25][c:26]4[n:27][o:28][c:29](-[c:31]5[cH:32][c:33]([C:37]([F:38])([F:39])[F:40])[cH:34][cH:35][cH:36]5)[n:30]4)[cH:15][cH:16][c:17]3[c:18]2=[O:19])[cH:6][cH:7]1. Starting materials: IC(C)C (2-iodopropane), C([O-])([O-])=O.[K+].[K+] (potassium carbonate), IC1=C(C=NC(=C1)OC)O (4-iodo-6-methoxypyridin-3-ol). Run in CC(=O)C (acetone). Conditions: temperature 80 celsius, time 8 hour. Yields the product IC1=CC(=NC=C1OC(C)C)OC (4-Iodo-5-isopropoxy-2-methoxypyridine). As a reaction SMILES: I[CH:2]([CH3:4])[CH3:3].C(=O)([O-])[O-].[K+].[K+].[I:11][C:12]1[CH:17]=[C:16]([O:18][CH3:19])[N:15]=[CH:14][C:13]=1[OH:20]>CC(C)=O>[I:11][C:12]1[C:13]([O:20][CH:2]([CH3:4])[CH3:3])=[CH:14][N:15]=[C:16]([O:18][CH3:19])[CH:17]=1 |f:1.2.3|. Reported procedure: At 0° C., 758 mg (4.5 mmol) of 2-iodopropane and 948 mg (6.9 mmol, 2 eq.) of potassium carbonate were added to a solution of 861 mg (3.4 mmol) of 4-iodo-6-methoxypyridin-3-ol in 15 ml of acetone and the mixture was stirred at 80° C. overnight and concentrated under reduced pressure. After addition of water/ethyl acetate and phase separation, the aqueous phase was extracted with ethyl acetate. The combined organic phases were dried (sodium sulphate), filtered and concentrated under reduced pressu...